The task is: describe an organic reaction: reactants, conditions, products, and yield. This data is from the Open Reaction Database (ORD), a public repository of structured organic reaction records. Reactants: [OH-].[Li+] (lithium hydroxide), Cl (hydrochloric acid), COC1=C(C=C2C=C(C(OC2=C1)C(F)(F)F)C(=O)OCC)C=C (ethyl 7-methoxy-2-(trifluoromethyl)-6-vinyl-2H-chromene-3-carboxylate), C(C)O (ethanol). Solvent: O (water), C1CCOC1 (THF). Reaction conditions: temperature 80 celsius. Product: COC1=C(C=C2C=C(C(OC2=C1)C(F)(F)F)C(=O)O)C=C (7-methoxy-2-(trifluoromethyl)-6-vinyl-2H-chromene-3-carboxylic acid). Isolated yield 79.6%. As a reaction SMILES: [CH3:1][O:2][C:3]1[CH:12]=[C:11]2[C:6]([CH:7]=[C:8]([C:17]([O:19]CC)=[O:18])[CH:9]([C:13]([F:16])([F:15])[F:14])[O:10]2)=[CH:5][C:4]=1[CH:22]=[CH2:23].[OH-].[Li+].C(O)C.Cl>C1COCC1.O>[CH3:1][O:2][C:3]1[CH:12]=[C:11]2[C:6]([CH:7]=[C:8]([C:17]([OH:19])=[O:18])[CH:9]([C:13]([F:15])([F:16])[F:14])[O:10]2)=[CH:5][C:4]=1[CH:22]=[CH2:23] |f:1.2|. Procedure details: The isolated intermediate from step 1 (150 mg, 0.46 mmol) was dissolved in 3 mL of THF. To the resulting solution was added a solution of lithium hydroxide (2.3 mmol.) in 3 mL of water. To the resulting mixture was added 3 mL of ethanol. The resulting solution was heated to 80° C. for three h. The mixture was concd in vacuo and the residue acidified to pH=1.0 with dilute aqueous hydrochloric acid. The product was extracted with ethyl acetate. The combined organic extracts were washed with brine ... The reactants are C1(=CC=C(C=C1)C=1C=C2C(=CNC2=CC1Cl)C(=O)OC)C1=CC=CC=C1 (methyl 5-(biphenyl-4-yl)-6-chloro-1H-indole-3-carboxylate), [OH-].[Na+] (sodium hydroxide), Cl (HCl). The solvent is CO (methanol). Run at time 30 minute. Product: C1(=CC=C(C=C1)C=1C=C2C(=CNC2=CC1Cl)C(=O)O)C1=CC=CC=C1 (5-(biphenyl-4-yl)-6-chloro-1H-indole-3-carboxylic acid). The yield is 34.9%. Reaction SMILES: [C:1]1([C:21]2[CH:26]=[CH:25][CH:24]=[CH:23][CH:22]=2)[CH:6]=[CH:5][C:4]([C:7]2[CH:8]=[C:9]3[C:13](=[CH:14][C:15]=2[Cl:16])[NH:12][CH:11]=[C:10]3[C:17]([O:19]C)=[O:18])=[CH:3][CH:2]=1.[OH-].[Na+].Cl>CO>[C:1]1([C:21]2[CH:22]=[CH:23][CH:24]=[CH:25][CH:26]=2)[CH:6]=[CH:5][C:4]([C:7]2[CH:8]=[C:9]3[C:13](=[CH:14][C:15]=2[Cl:16])[NH:12][CH:11]=[C:10]3[C:17]([OH:19])=[O:18])=[CH:3][CH:2]=1 |f:1.2|. Procedure details: A solution of methyl 5-(biphenyl-4-yl)-6-chloro-1H-indole-3-carboxylate (50 mg, 0.14 mmol) in methanol (1.5 mL) and sodium hydroxide (1M, 0.50 mmol, 0.50 mL) was stirred at 75° C. for 24 hours. The cooled reaction mixture was neutralized to an acidic pH with 1M HCl and extracted twice with ethyl acetate. The combined organic layers were dried over sodium sulfate, filtered, and concentrated in vacuo. Methylene chloride was then added and solid precipitated. The slurry was stirred for 30 minutes t...